From a dataset of the Open Reaction Database (ORD), a public repository of structured organic reaction records. describe an organic reaction: reactants, conditions, products, and yield Reported procedure: To a solution of ethyl 3-cyclopropyl-3-(6-((6-(2-fluoro-5-methoxyphenyl)-5-(3,3,3-trifluoropropoxy) pyridin-3-yl)methoxy)pyrimidin-4-yl)propanoate (53 mg) in methanol (1.0 mL) was added 2N aqueous sodium hydroxide (235 μL) solution at room temperature, and the mixture was stirred for 20 hr. The reaction mixture was cooled to 0° C., neutralized with 1N hydrochloric acid and extracted with ethyl acetate. The extract was washed with saturated brine. The organic layer was dried over anhydrous sodium... Starting materials: C1(CC1)C(CC(=O)OCC)C1=NC=NC(=C1)OCC=1C=NC(=C(C1)OCCC(F)(F)F)C1=C(C=CC(=C1)OC)F (ethyl 3-cyclopropyl-3-(6-((6-(2-fluoro-5-methoxyphenyl)-5-(3,3,3-trifluoropropoxy) pyridin-3-yl)methoxy)pyrimidin-4-yl)propanoate), [OH-].[Na+] (sodium hydroxide), Cl (hydrochloric acid). Product: C1(CC1)C(CC(=O)O)C1=NC=NC(=C1)OCC=1C=NC(=C(C1)OCCC(F)(F)F)C1=C(C=CC(=C1)OC)F (3-cyclopropyl-3-(6-((6-(2-fluoro-5-methoxyphenyl)-5-(3,3,3-trifluoropropoxy)pyridin-3-yl) methoxy)pyrimidin-4-yl)propanoic acid). Reaction conditions: temperature 0 celsius, time 20 hour. Yield: 63.5%. RXN SMILES: [CH:1]1([CH:4]([C:11]2[CH:16]=[C:15]([O:17][CH2:18][C:19]3[CH:20]=[N:21][C:22]([C:32]4[CH:37]=[C:36]([O:38][CH3:39])[CH:35]=[CH:34][C:33]=4[F:40])=[C:23]([O:25][CH2:26][CH2:27][C:28]([F:31])([F:30])[F:29])[CH:24]=3)[N:14]=[CH:13][N:12]=2)[CH2:5][C:6]([O:8]CC)=[O:7])[CH2:3][CH2:2]1.[OH-].[Na+].Cl>CO>[CH:1]1([CH:4]([C:11]2[CH:16]=[C:15]([O:17][CH2:18][C:19]3[CH:20]=[N:21][C:22]([C:32]4[CH:37]=[C:36]([O:38][CH3:39])[CH:35]=[CH:34][C:33]=4[F:40])=[C:23]([O:25][CH2:26][CH2:27][C:28]([F:30])([F:29])[F:31])[CH:24]=3)[N:14]=[CH:13][N:12]=2)[CH2:5][C:6]([OH:8])=[O:7])[CH2:3][CH2:2]1 |f:1.2|. Run in CO (methanol).